Dataset: the Open Reaction Database (ORD), a public repository of structured organic reaction records. Task: describe an organic reaction: reactants, conditions, products, and yield The reactants are B(OC)(OC)OC (trimethyl borate), 1a, 1b, 9H-Carbazole-9-akylamines, C1(=CC=CC=C1)C1=CC=CC=C1 (biphenyl), BrC1=CC=C(C=C1)OC (4-bromoanisole). The solvent is C1CCOC1 (THF), OS(=O)(=O)O (H2SO4). Yields the product Grignard reagent, COC1=CC=C(C=C1)B(O)O (4-methoxyphenylboronic acid). As a reaction SMILES: C1(C2C=CC=CC=2)C=CC=CC=1.Br[C:14]1[CH:19]=[CH:18][C:17]([O:20][CH3:21])=[CH:16][CH:15]=1.[B:22](OC)([O:25]C)[O:23]C>C1COCC1.OS(O)(=O)=O>[CH3:21][O:20][C:17]1[CH:18]=[CH:19][C:14]([B:22]([OH:25])[OH:23])=[CH:15][CH:16]=1. Reported procedure: Intermediate 9H-Carbazole-9-akylamines 3 and 4 (Scheme 1). Both starting biphenyl derivatives 1a and 1b were synthesized by Suzuki coupling methodology [Martin, et al, Acta Chem. Scand. 47, 221-230 (1993); and Miyaura, et al, Syn. Commun., 11, 513 (1981)]. A Grignard reagent was prepared from 4-bromoanisole which was subsequently reacted with trimethyl borate in THF. Hydrolysis of the product in aqueous H2SO4 gave 4-methoxyphenylboronic acid. This was then coupled to 1-bromo-2-nitrobenzene or 4-... The yield is 67.5%. Run at time 13 hour. Run in ClCCl (dichloromethane), C(C)(=O)OCC (ethyl acetate), CN(C(C)=O)C (N,N-dimethylacetamide). Reactants: C(Br)(Br)(Br)Br (carbon tetrabromide), CO (methanol), C(C)(C)(C)OC(=O)N1C[C@@H]([C@H](C1)O)CO ((3R,4R)-(1-tert-Butoxycarbonyl-4-hydroxypyrrolidin-3-yl)methanol), C1(=CC=CC=C1)P(C1=CC=CC=C1)C1=CC=CC=C1 (triphenylphosphine). Reaction SMILES: [C:1]([O:5][C:6]([N:8]1[CH2:12][C@H:11]([OH:13])[C@@H:10]([CH2:14]O)[CH2:9]1)=[O:7])([CH3:4])([CH3:3])[CH3:2].C1(P(C2C=CC=CC=2)C2C=CC=CC=2)C=CC=CC=1.C(Br)(Br)(Br)[Br:36].CO>CN(C)C(=O)C.ClCCl.C(OCC)(=O)C>[Br:36][CH2:14][C@@H:10]1[C@@H:11]([OH:13])[CH2:12][N:8]([C:6]([O:5][C:1]([CH3:4])([CH3:3])[CH3:2])=[O:7])[CH2:9]1. Product: BrC[C@H]1CN(C[C@@H]1O)C(=O)OC(C)(C)C ((3S,4R)-3-bromomethyl-1-tert-butoxycarbonyl-4-hydroxypyrrolidine). Procedure details: (3R,4R)-(1-tert-Butoxycarbonyl-4-hydroxypyrrolidin-3-yl)methanol (3.64 g) and triphenylphosphine (4.41 g) were dissolved in N,N-dimethylacetamide (84 mL). While the solution was chilled in an ice water bath, carbon tetrabromide (5.57 g) in dichloromethane (16 mL) was added dropwise. The mixture was stirred at room temperature for 13 hours, followed by addition of methanol (8 mL) and concentration under reduced pressure. The resulting residue was dissolved in ethyl acetate (300 mL), washed sequen... Solvent: O (water). Reaction conditions: temperature 4 celsius. The yield is 52.7%. Yields the product ClC1=CC=C2C=CC(=NC2=N1)NC(C1=CC(=C(C=C1)Cl)Cl)=O (N-(7-Chloro-1,8-naphthyridin-2-yl)-3,4-dichlorobenzamide). Reactants: ClC=1C=C(C(=O)O)C=CC1Cl (3,4-dichlorobenzoic acid), C(C)O (ethanol), N,N'-carbonyldiimidazole, NC1=NC2=NC(=CC=C2C=C1)Cl (2-amino-7-chloro-1,8-naphthyridine). Reported procedure: The procedure is analogous to that described in Example 1, but starting with 3,4-dichlorobenzoic acid (15.3 g), N,N'-carbonyldiimidazole (12.9 g) and 2-amino-7-chloro-1,8-naphthyridine (8.9 g). The product obtained by precipitation in water (17.6 g; m.p. 228° C.) is dissolved in boiling ethanol (900 cc). After cooling for 2 hours at 4° C., the crystallized solid is separated by filtration, washed with isopropyl ether (2×30 cc) and dried at 40° C. under reduced pressure (0.07 kPa). N-(7-Chloro-1,... Reaction SMILES: [Cl:1][C:2]1[CH:3]=[C:4]([CH:8]=[CH:9][C:10]=1[Cl:11])[C:5]([OH:7])=O.[NH2:12][C:13]1[CH:22]=[CH:21][C:20]2[C:15](=[N:16][C:17]([Cl:23])=[CH:18][CH:19]=2)[N:14]=1.C(O)C>O>[Cl:23][C:17]1[N:16]=[C:15]2[C:20]([CH:21]=[CH:22][C:13]([NH:12][C:5](=[O:7])[C:4]3[CH:8]=[CH:9][C:10]([Cl:11])=[C:2]([Cl:1])[CH:3]=3)=[N:14]2)=[CH:19][CH:18]=1. Starting materials: C1=CCCCC1 (Cyclohexene), N1N=NN=C1C1=C(C=CC=C1)C=1OC2=C(C1)C=C(C=C2)C (2-[2-(1H-tetrazol-5-yl)phenyl]-5-methylbenzofuran), O1CCOCC1 (1,4-dioxane), BrBr (bromine). The solvent is C(Cl)(Cl)(Cl)Cl (carbon tetrachloride). The product is BrC1=C(OC2=C1C=C(C=C2)C)C2=C(C=CC=C2)C2=NN=NN2 (3-Bromo-2-[2-(1H-tetrazol-5-yl)phenyl]-5-methylbenzofuran). The yield is 84.6%. RXN SMILES: [NH:1]1[C:5]([C:6]2[CH:11]=[CH:10][CH:9]=[CH:8][C:7]=2[C:12]2[O:13][C:14]3[CH:20]=[CH:19][C:18]([CH3:21])=[CH:17][C:15]=3[CH:16]=2)=[N:4][N:3]=[N:2]1.O1CCOCC1.[Br:28]Br.C1CCCCC=1>C(Cl)(Cl)(Cl)Cl>[Br:28][C:16]1[C:15]2[CH:17]=[C:18]([CH3:21])[CH:19]=[CH:20][C:14]=2[O:13][C:12]=1[C:7]1[CH:8]=[CH:9][CH:10]=[CH:11][C:6]=1[C:5]1[NH:1][N:2]=[N:3][N:4]=1. Procedure: A 1 L 3-neck round bottom flask equipped with a magnetic stirrer, thermometer, dropping funnel and nitrogen bubbler was charged with 12.97 g (46.9 mmol) of 2-[2-(1H-tetrazol-5-yl)phenyl]-5-methylbenzofuran and 500 mL of 1,4-dioxane. To the well-stirred solution at room temperature was added a solution of 4.8 mL (93.2 mmol) of bromine in 35 mL of carbon tetrachloride dropwise over 1 hour. Cyclohexene (16 mL) was added to the reaction mixture then it was concentrated under vacuum to an oily residu...